The task is: describe an organic reaction: reactants, conditions, products, and yield. This data is from the Open Reaction Database (ORD), a public repository of structured organic reaction records. Reactants: S1C(=NC2=C1C=CC=C2)NC(=O)N2CCCC1=CC=C(C=C21)C=2SC(=C(N2)C(=O)OCC)CCCOC2=CC=CC=C2 (ethyl 2-(1-(benzo[d]thiazol-2-ylcarbamoyl)-1,2,3,4-tetrahydroquinolin-7-yl)-5-(3-phenoxypropyl)thiazole-4-carboxylate), CO (MeOH), C1CCOC1 (THF), [Li+].[OH-] (LiOH). Run in O (water). Run at temperature 60 celsius, time 1 hour. Yields the product S1C(=NC2=C1C=CC=C2)NC(=O)N2CCCC1=CC=C(C=C21)C=2SC(=C(N2)C(=O)O)CCCOC2=CC=CC=C2 (2-(1-(benzo[d]thiazol-2-ylcarbamoyl)-1,2,3,4-tetrahydroquinolin-7-yl)-5-(3-phenoxypropyl)thiazole-4-carboxylic acid). RXN SMILES: [S:1]1[C:5]2[CH:6]=[CH:7][CH:8]=[CH:9][C:4]=2[N:3]=[C:2]1[NH:10][C:11]([N:13]1[C:22]2[C:17](=[CH:18][CH:19]=[C:20]([C:23]3[S:24][C:25]([CH2:33][CH2:34][CH2:35][O:36][C:37]4[CH:42]=[CH:41][CH:40]=[CH:39][CH:38]=4)=[C:26]([C:28]([O:30]CC)=[O:29])[N:27]=3)[CH:21]=2)[CH2:16][CH2:15][CH2:14]1)=[O:12].CO.C1COCC1.[Li+].[OH-]>O>[S:1]1[C:5]2[CH:6]=[CH:7][CH:8]=[CH:9][C:4]=2[N:3]=[C:2]1[NH:10][C:11]([N:13]1[C:22]2[C:17](=[CH:18][CH:19]=[C:20]([C:23]3[S:24][C:25]([CH2:33][CH2:34][CH2:35][O:36][C:37]4[CH:38]=[CH:39][CH:40]=[CH:41][CH:42]=4)=[C:26]([C:28]([OH:30])=[O:29])[N:27]=3)[CH:21]=2)[CH2:16][CH2:15][CH2:14]1)=[O:12] |f:3.4|. Procedure: To ethyl 2-(1-(benzo[d]thiazol-2-ylcarbamoyl)-1,2,3,4-tetrahydroquinolin-7-yl)-5-(3-phenoxypropyl)thiazole-4-carboxylate in 1:1 MeOH and THF (2 mL) was added LiOH (5 mg, 0.21 mmol) dissolved in water (2 mL). The reaction mixture was stirred at 60° C. for 1 hour. The reaction mixture was concentrated under reduced pressure. To this crude material was added water and MeOH and allowed to sit overnight. The resulting precipitate was filtered and washed with water. To this solid was added water and a... The reactants are BrC(Br)(Br)Br, ClCCl, O=[N+]([O-])c1cccc(CCO)c1, c1ccc(P(c2ccccc2)c2ccccc2)cc1. Product: O=[N+]([O-])c1cccc(CCBr)c1. As a reaction SMILES: [C:1]([Br:2])([Br:3])([Br:4])[Br:5].[CH2:37]([Cl:38])[Cl:39].[N+:25](=[O:26])([O-:27])[c:28]1[cH:29][c:30]([CH2:31][CH2:32][OH:33])[cH:34][cH:35][cH:36]1.[c:6]1([P:7]([c:8]2[cH:9][cH:10][cH:11][cH:12][cH:13]2)[c:14]2[cH:15][cH:16][cH:17][cH:18][cH:19]2)[cH:20][cH:21][cH:22][cH:23][cH:24]1>>[CH2:1]([Br:5])[CH2:31][c:30]1[cH:29][c:28]([N+:25](=[O:26])[O-:27])[cH:36][cH:35][cH:34]1. The reactants are ClC=1N(C2=CC=CC=C2C1C=O)C (2-Chloro-1-methyl-1H-indole-3-carboxaldehyde), N1CCNCC1 (piperazine). Product: N1(CCNCC1)C=1N(C2=CC=CC=C2C1C=O)C (2-(piperazin-1-yl)-1-methyl-1H-indole-3-carboxaldehyde). The yield is 24.0%. As a reaction SMILES: Cl[C:2]1[N:3]([CH3:13])[C:4]2[C:9]([C:10]=1[CH:11]=[O:12])=[CH:8][CH:7]=[CH:6][CH:5]=2.[NH:14]1[CH2:19][CH2:18][NH:17][CH2:16][CH2:15]1>>[N:14]1([C:2]2[N:3]([CH3:13])[C:4]3[C:9]([C:10]=2[CH:11]=[O:12])=[CH:8][CH:7]=[CH:6][CH:5]=3)[CH2:19][CH2:18][NH:17][CH2:16][CH2:15]1. Reported procedure: 2-Chloro-1-methyl-1H-indole-3-carboxaldehyde (1.0 g, 5.5 mmol) is reacted with piperazine as described in Example 2 to yield the title compound (24%) as an orange-brown solid. MS 244 (M+H). The reactants are C(=O)(O)[O-].[Na+] (NaHCO3), CC1OC(OC(O1)C)C (Paraldehyde), O1CC=CC2=CC=CC=C12 (chromene), CC1=CC=C(C=C1)S(=O)(=O)[O-].C1=CC=[NH+]C=C1 (PPTS), CC1OC(OC(O1)C)C (paraldehyde), C(F)(F)(F)C(=O)O (CF3CO2H), CC1=CC=C(C=C1)S(=O)(=O)[O-].C1=CC=[NH+]C=C1 (PPTS), CC1OC(OC(O1)C)C (paraldehyde). Run in ClCCCl (1,2-dichloroethane). Product: CCCC1=CC(=O)OC2=C1C3=C(C=CC(O3)(C)C)C4=C2C(=O)[C@@H]([C@H](O4)C)C (12-Oxocalanolide A). Isolated yield 27.0%. RXN SMILES: CC1[O:7][CH:6]([CH3:8])[O:5][CH:4]([CH3:9])O1.[O:10]1[C:19]2[C:14](=[CH:15]C=CC=2)[CH:13]=[CH:12]C1.[CH3:20][C:21]1[CH:26]=[CH:25][C:24](S([O-])(=O)=O)=[CH:23][CH:22]=1.[CH:31]1[CH:36]=[CH:35][NH+]=[CH:33][CH:32]=1.C(C(O)=[O:42])(F)(F)F.[C:44]([O-:47])(O)=O.[Na+]>ClCCCl>[CH3:33][CH2:32][CH2:31][C:36]1[C:35]2[C:23]3[O:42][C:21]([CH3:20])([CH3:22])[CH:26]=[CH:25][C:24]=3[C:44]3[O:47][C@H:13]([CH3:12])[C@@H:14]([CH3:15])[C:19](=[O:10])[C:9]=3[C:4]=2[O:5][C:6](=[O:7])[CH:8]=1 |f:2.3,5.6|. Procedure details: Paraldehyde One-Step Reaction: To a stirring solution of chromene 4 (350 mg, 1.0 mmol) and PPTS (250 mg, 1.0 mmol) in 1,2-dichloroethane (2 mL) at ambient temperature under N2 was added 3 mL paraldehyde (22.5 mmol). The resulting mixture was refluxed for 7 h. Then, CF3CO2H (1 mL), an additional equivalent of PPTS and 1 mL of paraldehyde were added; the mixture was refluxed overnight. The reaction mixture was neutralized with saturated aqueous NaHCO3 and extracted with ethyl acetate (50 mL×3). Th... Reactants: COC(=O)CCSCC(O)Cc1cccc(C2CCCC2)c1OCc1ccccc1, CO, N. The product is NC(=O)CCSCC(O)Cc1cccc(C2CCCC2)c1OCc1ccccc1. RXN SMILES: [CH2:1]([c:2]1[cH:3][cH:4][cH:5][cH:6][cH:7]1)[O:8][c:9]1[c:10]([CH2:20][CH:21]([CH2:22][S:23][CH2:24][CH2:25][C:26](=[O:27])[O:28][CH3:29])[OH:30])[cH:11][cH:12][cH:13][c:14]1[CH:15]1[CH2:16][CH2:17][CH2:18][CH2:19]1.[CH3:32][OH:33].[NH3:31]>>[CH2:1]([c:2]1[cH:3][cH:4][cH:5][cH:6][cH:7]1)[O:8][c:9]1[c:10]([CH2:20][CH:21]([CH2:22][S:23][CH2:24][CH2:25][C:26](=[O:27])[NH2:31])[OH:30])[cH:11][cH:12][cH:13][c:14]1[CH:15]1[CH2:16][CH2:17][CH2:18][CH2:19]1. The reactants are C(C)OC(=O)C1(CCCCCC1)C=1SC=CC1 (1-Thiophen-2-yl-cycloheptanecarboxylic acid ethyl ester), N12C[C@@H](C(CC1)CC2)O ((R) -quinuclidin-3-ol), [H-].[Na+] (sodium hydride). Run in C1(=CC=CC=C1)C (toluene), C1(=CC=CC=C1)C (toluene). Yields the product N12C[C@@H](C(CC1)CC2)OC(=O)C2(CCCCCC2)C=2SC=CC2 (1-Thiophen-2-yl-cycloheptanecarboxylic acid (R)-(1-aza-bicyclo[2.2.2]oct-3-yl)ester). The yield is 86.0%. RXN SMILES: [CH2:1]([O:3][C:4]([C:6]1([C:13]2[S:14][CH:15]=[CH:16][CH:17]=2)[CH2:12][CH2:11][CH2:10][CH2:9][CH2:8][CH2:7]1)=[O:5])[CH3:2].[N:18]12CC[CH:21]([CH2:22][CH2:23]1)[C@@H:20](O)[CH2:19]2.[H-].[Na+]>C1(C)C=CC=CC=1>[N:18]12[CH2:23][CH2:22][CH:21]([CH2:20][CH2:19]1)[C@@H:1]([O:3][C:4]([C:6]1([C:13]3[S:14][CH:15]=[CH:16][CH:17]=3)[CH2:12][CH2:11][CH2:10][CH2:9][CH2:8][CH2:7]1)=[O:5])[CH2:2]2 |f:2.3|. Procedure: 1-Thiophen-2-yl-cycloheptanecarboxylic acid ethyl ester (Example 5c) (2.5 g) and (R) -quinuclidin-3-ol (2.08 g) were dissolved in toluene (350 mL) and sodium hydride (0.1 g) added under nitrogen. The mixture was heated to reflux for 20 hours after which the toluene was carefully distilled off to leave ˜100 mL which was cooled and washed with water (100 mL), dried (MgSO4) and evaporated. The crude product was purified by column chromatography on silica eluting with ethyl acetate/triethylamine (99...